describe an organic reaction: reactants, conditions, products, and yield From a dataset of the Open Reaction Database (ORD), a public repository of structured organic reaction records. Starting materials: N(=[N+]=[N-])[C@@H]1[C@@H](NC1=O)C(=O)OC (Methyl cis-3-azido-4-oxoazetidine-2-carboxylate), [BH4-].[Na+] (sodium borohydride). Yields the product N(=[N+]=[N-])[C@@H]1[C@@H](NC1=O)CO (cis-3-azido-2-hydroxymethyl-4-oxoazetidine). RXN SMILES: [N:1]([C@H:4]1[C:7](=[O:8])[NH:6][C@H:5]1[C:9](OC)=[O:10])=[N+:2]=[N-:3].[BH4-].[Na+]>>[N:1]([C@H:4]1[C:7](=[O:8])[NH:6][C@H:5]1[CH2:9][OH:10])=[N+:2]=[N-:3] |f:1.2|. Procedure details: Methyl cis-3-azido-4-oxoazetidine-2-carboxylate was reduced with sodium borohydride as described in Preparation 3 and the product was chromatographed on silica gel with ethyl acetate as eluant to give cis-3-azido-2-hydroxymethyl-4-oxoazetidine. Reactants: CN, CO, Fc1ccc(C2CCc3c(Cl)nc(Cl)nc32)c(F)c1. Yields the product CNc1nc(Cl)nc2c1CCC2c1ccc(F)cc1F. As a reaction SMILES: [CH3:20][NH2:21].[CH3:22][OH:23].[Cl:1][c:2]1[n:3][c:4]([Cl:19])[c:5]2[c:6]([n:7]1)[CH:8]([c:11]1[c:12]([F:18])[cH:13][c:14]([F:17])[cH:15][cH:16]1)[CH2:9][CH2:10]2>>[Cl:1][c:2]1[n:3][c:4]([NH:21][CH3:20])[c:5]2[c:6]([n:7]1)[CH:8]([c:11]1[c:12]([F:18])[cH:13][c:14]([F:17])[cH:15][cH:16]1)[CH2:9][CH2:10]2. RXN SMILES: Cl[C:2]1[C:11]2[C:6](=[CH:7][CH:8]=[C:9]([CH3:12])[CH:10]=2)[N:5]=[C:4]([N:13]2[CH2:19][C:18]3[CH:20]=[CH:21][CH:22]=[CH:23][C:17]=3[S:16](=[O:25])(=[O:24])[CH2:15][CH2:14]2)[CH:3]=1.[C:26]([NH2:29])(=[O:28])[CH3:27]>>[O:24]=[S:16]1(=[O:25])[C:17]2[CH:23]=[CH:22][CH:21]=[CH:20][C:18]=2[CH2:19][N:13]([C:4]2[CH:3]=[C:2]([NH:29][C:26](=[O:28])[CH3:27])[C:11]3[C:6](=[CH:7][CH:8]=[C:9]([CH3:12])[CH:10]=3)[N:5]=2)[CH2:14][CH2:15]1. Procedure details: The title compound was prepared in analogy to Example 3-1 in Scheme 5 by using 4-(4-chloro-6-methylquinolin-2-yl)-2,3,4,5-tetrahydro-1,4-benzothiazepine 1,1-dioxide (prepared in analogy to the one in Example 2-1) and acetamide. MS obsd. (ESI+) [(M+H)+] 396, 1H NMR (400 MHz, CD3OD) δ ppm 8.53 (s, 1 H), 8.10-8.06 (m, 2 H), 7.97-7.85 (d, J=8.4 Hz, 1 H), 7.82-7.80 (d, J=9.2 Hz, 1 H), 7.76-7.72 (m, 2 H), 7.58-7.54 (m, 2 H), 5.28 (s, 2 H), 4.60 (s, 2 H), 3.77-3.71 (m, 2 H), 2.52 (s, 3 H), 2.40 (s, 3 H... Yields the product O=S1(CCN(CC2=C1C=CC=C2)C2=NC1=CC=C(C=C1C(=C2)NC(C)=O)C)=O (N-[2-(1,1-Dioxido-2,3-dihydro-1,4-benzothiazepin-4(5H)-yl)-6-methylquinolin-4-yl]acetamide). The reactants are ClC1=CC(=NC2=CC=C(C=C12)C)N1CCS(C2=C(C1)C=CC=C2)(=O)=O (4-(4-chloro-6-methylquinolin-2-yl)-2,3,4,5-tetrahydro-1,4-benzothiazepine 1,1-dioxide), C(C)(=O)N (acetamide). Starting materials: O=C([O-])[O-], CN(C)C(=O)Cl, CN(C)C=O, [K+], [K+], Cc1ccccc1C(=O)c1ccc(Nc2ccccc2N)cc1Cl, O. Product: Cc1ccccc1C(=O)c1ccc(Nc2ccccc2NC(=O)N(C)C)cc1Cl. As a reaction SMILES: [C:31](=[O:32])([O-:33])[O-:34].[CH3:25][N:26]([C:27](=[O:28])[Cl:29])[CH3:30].[CH3:38][N:39]([CH3:40])[CH:41]=[O:42].[K+:35].[K+:36].[NH2:1][c:2]1[c:3]([NH:8][c:9]2[cH:10][c:11]([Cl:24])[c:12]([C:13](=[O:14])[c:15]3[c:16]([CH3:21])[cH:17][cH:18][cH:19][cH:20]3)[cH:22][cH:23]2)[cH:4][cH:5][cH:6][cH:7]1.[OH2:37]>>[NH:1]([c:2]1[c:3]([NH:8][c:9]2[cH:10][c:11]([Cl:24])[c:12]([C:13](=[O:14])[c:15]3[c:16]([CH3:21])[cH:17][cH:18][cH:19][cH:20]3)[cH:22][cH:23]2)[cH:4][cH:5][cH:6][cH:7]1)[C:27]([N:26]([CH3:25])[CH3:30])=[O:28]. RXN SMILES: [BH4-:19].[CH3:22][OH:23].[CH3:2][O:3][c:4]1[cH:5][c:6]2[c:11]([cH:12][c:13]1[O:14][CH3:15])[C:10]([CH3:16])=[N:9][CH2:8][CH2:7]2.[ClH:1].[ClH:21].[Na+:18].[Na+:20].[OH-:17]>>[CH3:2][O:3][c:4]1[cH:5][c:6]2[c:11]([cH:12][c:13]1[O:14][CH3:15])[CH:10]([CH3:16])[NH:9][CH2:8][CH2:7]2. Starting materials: [BH4-], CO, COc1cc2c(cc1OC)C(C)=NCC2, Cl, Cl, [Na+], [Na+], [OH-]. Product: COc1cc2c(cc1OC)C(C)NCC2. Starting materials: NC1=C(C(=O)OC(C)(C)C)C(=CC(=N1)C1=C(C=CC=C1OCC1=CC=C(C=C1)OC)OCC1CC1)C1CN(CCC1)C(=O)OC(C)(C)C (tert-butyl 2-amino-4-[1-(tert-butoxycarbonyl)-3-piperidinyl]-6-{2-(cyclopropylmethoxy)-6-[(4-methoxybenzyl)oxy]phenyl}nicotinate), COCCO[AlH2-]OCCOC.[Na+] (Vitride). Solvent: O1CCCC1 (tetrahydrofuran). Conditions: time 1 hour. Product: NC1=NC(=CC(=C1CO)C1CN(CCC1)C(=O)OC(C)(C)C)C1=C(C=CC=C1OCC1=CC=C(C=C1)OC)OCC1CC1 (tert-butyl 3-[2-amino-6-{2-(cyclopropylmethoxy)-6-[(4-methoxybenzyl)oxy]phenyl}-3-(hydroxymethyl)-4-pyridinyl]-1-piperidinecarboxylate). As a reaction SMILES: [NH2:1][C:2]1[N:14]=[C:13]([C:15]2[C:20]([O:21][CH2:22][C:23]3[CH:28]=[CH:27][C:26]([O:29][CH3:30])=[CH:25][CH:24]=3)=[CH:19][CH:18]=[CH:17][C:16]=2[O:31][CH2:32][CH:33]2[CH2:35][CH2:34]2)[CH:12]=[C:11]([CH:36]2[CH2:41][CH2:40][CH2:39][N:38]([C:42]([O:44][C:45]([CH3:48])([CH3:47])[CH3:46])=[O:43])[CH2:37]2)[C:3]=1[C:4](OC(C)(C)C)=[O:5].COCCO[AlH2-]OCCOC.[Na+]>O1CCCC1>[NH2:1][C:2]1[C:3]([CH2:4][OH:5])=[C:11]([CH:36]2[CH2:41][CH2:40][CH2:39][N:38]([C:42]([O:44][C:45]([CH3:47])([CH3:48])[CH3:46])=[O:43])[CH2:37]2)[CH:12]=[C:13]([C:15]2[C:20]([O:21][CH2:22][C:23]3[CH:24]=[CH:25][C:26]([O:29][CH3:30])=[CH:27][CH:28]=3)=[CH:19][CH:18]=[CH:17][C:16]=2[O:31][CH2:32][CH:33]2[CH2:34][CH2:35]2)[N:14]=1 |f:1.2|. Procedure: To a cooled solution of tert-butyl 2-amino-4-[1-(tert-butoxycarbonyl)-3-piperidinyl]-6-{2-(cyclopropylmethoxy)-6-[(4-methoxybenzyl)oxy]phenyl}nicotinate (4.9 g, 7.426 mmol) in tetrahydrofuran (60 mL) was added dropwise Vitride® (10 mL) under an argon atmosphere. The stirring was continued at 0° C. for 1 hr. After quenched by saturated aqueous NH4Cl solution, saturated aqueous potassium sodium tartrate was added to the mixture, then the mixture was stirred vigorously. The mixture was extracted wi... Procedure details: To a solution of the ester from Step 2 (1.53 g, 2.75 mmol) in THF (15 mL) and H2O (5 mL) at 0° C. was added LiOH hydrate (0.14 g, 3.30 mmol) and the solution was stirred 5 hours at 0° C. The solution was concentrated, the residue taken up in H2O, and the pH was adjusted to 4-5 with 1N HCl. The resulting mixture was concentrated and dried in vacuo to afford 1.65 g of the title compound as a white solid; As a reaction SMILES: C[O:2][C:3](=[O:41])[CH2:4][N:5]([C:21](=[O:40])[C@H:22]([CH2:34][C:35]1[N:39]=[CH:38][NH:37][CH:36]=1)[NH:23][C:24]([O:26][CH2:27][C:28]1[CH:33]=[CH:32][CH:31]=[CH:30][CH:29]=1)=[O:25])[CH2:6][C:7]1[CH:12]=[CH:11][C:10]([O:13][CH2:14][C:15]2[CH:20]=[CH:19][CH:18]=[CH:17][CH:16]=2)=[CH:9][CH:8]=1.O[Li].O>C1COCC1.O>[C:28]1([CH2:27][O:26][C:24]([NH:23][C@H:22]([C:21]([N:5]([CH2:6][C:7]2[CH:8]=[CH:9][C:10]([O:13][CH2:14][C:15]3[CH:16]=[CH:17][CH:18]=[CH:19][CH:20]=3)=[CH:11][CH:12]=2)[CH2:4][C:3]([OH:41])=[O:2])=[O:40])[CH2:34][C:35]2[N:39]=[CH:38][NH:37][CH:36]=2)=[O:25])[CH:29]=[CH:30][CH:31]=[CH:32][CH:33]=1 |f:1.2|. Isolated yield 110.6%. Starting materials: COC(CN(CC1=CC=C(C=C1)OCC1=CC=CC=C1)C([C@@H](NC(=O)OCC1=CC=CC=C1)CC1=CNC=N1)=O)=O (N-[N-[(Phenylmethoxy)carbonyl]-L-histidyl]-N-[[4-(phenylmethoxy)phenyl]methyl]glycine methyl ester), O[Li].O (LiOH hydrate). Run at temperature 0 celsius, time 5 hour. Yields the product C1(=CC=CC=C1)COC(=O)N[C@@H](CC1=CNC=N1)C(=O)N(CC(=O)O)CC1=CC=C(C=C1)OCC1=CC=CC=C1 (N-[N-[(Phenylmethoxy)carbonyl]-L-histidyl]-N-[[4-(phenylmethoxy)phenyl]methyl]glycine). Solvent: C1CCOC1 (THF), O (H2O).